This data is from the Open Reaction Database (ORD), a public repository of structured organic reaction records. The task is: describe an organic reaction: reactants, conditions, products, and yield The reactants are NC1=C(C=CC(=C1)C(F)(F)F)N1C=NC(=C1C)C(=O)OCC (1-(2-amino-4-trifluoromethylphenyl)-4-ethoxycarbonyl-5-methyl-1H-imidazole), C(=O)(N1C=NC=C1)N1C=NC=C1 (1,1'-carbonyldiimidazole). Run in ClC1=C(C=CC=C1)Cl (1,2-dichlorobenzene). Run at temperature 180 celsius, time 6 hour. Yields the product C(C)OC(=O)C=1N=C2N(C3=CC=C(C=C3NC2=O)C(F)(F)F)C1C (2-Ethoxycarbonyl-1-methyl-7-trifluoromethylimidazo[1,2-a]quinoxalin 4(5H)-one). Isolated yield 76.5%. RXN SMILES: [NH2:1][C:2]1[CH:7]=[C:6]([C:8]([F:11])([F:10])[F:9])[CH:5]=[CH:4][C:3]=1[N:12]1[C:16]([CH3:17])=[C:15]([C:18]([O:20][CH2:21][CH3:22])=[O:19])[N:14]=[CH:13]1.[C:23](N1C=CN=C1)(N1C=CN=C1)=[O:24]>ClC1C=CC=CC=1Cl>[CH2:21]([O:20][C:18]([C:15]1[N:14]=[C:13]2[C:23](=[O:24])[NH:1][C:2]3[C:3](=[CH:4][CH:5]=[C:6]([C:8]([F:9])([F:10])[F:11])[CH:7]=3)[N:12]2[C:16]=1[CH3:17])=[O:19])[CH3:22]. Procedure details: A mixture of 1-(2-amino-4-trifluoromethylphenyl)-4-ethoxycarbonyl-5-methyl-1H-imidazole (12.3 g, 39.3 mmol), 1,1'-carbonyldiimidazole (7.0 g, 43.2 mmol) in 1,2-dichlorobenzene (250 ml) was stirred at 180° C. for 6 h under N2. The reaction mixture was cooled to room temperature. The precipitate was filtered off and washed with acetone to give 10.2 g (77%) of the title compound. M.p. >250° C. Reactants: COC1=CC2=C(CC(NC=C2)=O)C=C1OC (7,8-dimethoxy-1,3-dihydro-2H-3-benzazepin-2-one), BrCC(CCl)C (1-bromo-2-methyl-3-chloro-propane). The product is COC1=CC2=C(CC(N(C=C2)CC(CCl)C)=O)C=C1OC (1-(7,8-Dimethoxy-1,3-dihydro-2H-3-benzazepin-2-on-3-yl)-2-methyl-3-chloro-propane). RXN SMILES: [CH3:1][O:2][C:3]1[C:14]([O:15][CH3:16])=[CH:13][C:6]2[CH2:7][C:8](=[O:12])[NH:9][CH:10]=[CH:11][C:5]=2[CH:4]=1.Br[CH2:18][CH:19]([CH3:22])[CH2:20][Cl:21]>>[CH3:1][O:2][C:3]1[C:14]([O:15][CH3:16])=[CH:13][C:6]2[CH2:7][C:8](=[O:12])[N:9]([CH2:18][CH:19]([CH3:22])[CH2:20][Cl:21])[CH:10]=[CH:11][C:5]=2[CH:4]=1. Procedure details: This compound was prepared analogous to Example 1(a) by reacting 7,8-dimethoxy-1,3-dihydro-2H-3-benzazepin-2-one with 1-bromo-2-methyl-3-chloro-propane. Yields the product FC=1C=C(C=NC1)C1N(CCC1)C1=NC=2N(C=C1)N=CC2C(=O)O (5-(2-(5-fluoropyridin-3-yl)pyrrolidin-1-yl)pyrazolo[1,5-a]pyrimidine-3-carboxylic acid). Reported procedure: Ethyl 5-(2-(5-fluoropyridin-3-yl)pyrrolidin-1-yl)pyrazolo[1,5-a]pyrimidine-3-carboxylate (0.540 g, 1.52 mmol) was dissolved in MeOH (20 mL) and treated with 1N NaOH (13 mL). After stirring for 5 days, citric acid (solid) was added to acidify the mixture to pH 4-5. Saturated aqueous NaCl (10 mL) was added and the reaction mixture extracted with DCM and EtOAc. The combined organic layers were combined to afford 5-(2-(5-fluoropyridin-3-yl)pyrrolidin-1-yl)pyrazolo[1,5-a]pyrimidine-3-carboxylic acid ... Reaction conditions: time 5 day. The solvent is CO (MeOH). The yield is 98.5%. Reaction SMILES: [F:1][C:2]1[CH:3]=[C:4]([CH:8]2[CH2:12][CH2:11][CH2:10][N:9]2[C:13]2[CH:18]=[CH:17][N:16]3[N:19]=[CH:20][C:21]([C:22]([O:24]CC)=[O:23])=[C:15]3[N:14]=2)[CH:5]=[N:6][CH:7]=1.[OH-].[Na+].C(O)(=O)CC(CC(O)=O)(C(O)=O)O.[Na+].[Cl-]>CO>[F:1][C:2]1[CH:3]=[C:4]([CH:8]2[CH2:12][CH2:11][CH2:10][N:9]2[C:13]2[CH:18]=[CH:17][N:16]3[N:19]=[CH:20][C:21]([C:22]([OH:24])=[O:23])=[C:15]3[N:14]=2)[CH:5]=[N:6][CH:7]=1 |f:1.2,4.5|. Reactants: [Na+].[Cl-] (NaCl), FC=1C=C(C=NC1)C1N(CCC1)C1=NC=2N(C=C1)N=CC2C(=O)OCC (Ethyl 5-(2-(5-fluoropyridin-3-yl)pyrrolidin-1-yl)pyrazolo[1,5-a]pyrimidine-3-carboxylate), C(CC(O)(C(=O)O)CC(=O)O)(=O)O (citric acid), [OH-].[Na+] (NaOH). Product: BrC(C(=O)OC)CC1=CC2=C(C=C1)OCO2 (methyl 2-bromo-3-(3,4methylenedioxyphenyl)propionate). Solvent: O (water), CC(=O)C (acetone). Isolated yield 54.0%. Reaction SMILES: N([O-])=O.[Na+].[CH2:5]1[O:14][C:13]2[CH:12]=[CH:11][C:9](N)=[CH:8][C:7]=2[O:6]1.[BrH:15].[C:16]([O:20][CH3:21])(=[O:19])[CH:17]=[CH2:18]>O.CC(C)=O>[Br:15][CH:17]([CH2:18][C:9]1[CH:11]=[CH:12][C:13]2[O:14][CH2:5][O:6][C:7]=2[CH:8]=1)[C:16]([O:20][CH3:21])=[O:19] |f:0.1|. Starting materials: resultant solution, cuprous oxide, C(C=C)(=O)OC (methyl acrylate), N(=O)[O-].[Na+] (sodium nitrite), C1OC=2C=C(N)C=CC2O1 (3,4-methylenedioxyaniline), Br (HBr). Reported procedure: A solution of sodium nitrite (27.7 g) in water (40.0 ml) was added dropwise to a mixture of 3,4-methylenedioxyaniline (50 g), aq. HBr (47%, 125 ml) and acetone (500 ml) at 0°-5° C., followed by stirring for 20 minutes at 5° C. To the solution was added methyl acrylate (197 ml). The resultant solution was warmed to 32° C. to which cuprous oxide (Cu2O) (0.5 g) was added in small portions with vigorous stirring. The mixture generates nitrogen gas due to exothermic reaction. After completing the gen... Reaction conditions: temperature 5 celsius, time 20 minute. The reactants are CCOC(=O)C1(S(=O)(=O)c2ccc(OC)cc2)CCN(CCc2ccc(OC)cc2)CC1, C1CCOC1, CO, [Na+], [OH-]. RXN SMILES: [CH2:1]([CH3:2])[O:3][C:4](=[O:5])[C:6]1([S:22](=[O:23])(=[O:24])[c:25]2[cH:26][cH:27][c:28]([O:31][CH3:32])[cH:29][cH:30]2)[CH2:7][CH2:8][N:9]([CH2:12][CH2:13][c:14]2[cH:15][cH:16][c:17]([O:20][CH3:21])[cH:18][cH:19]2)[CH2:10][CH2:11]1.[CH2:33]1[O:34][CH2:35][CH2:36][CH2:37]1.[CH3:38][OH:39].[Na+:41].[OH-:40]>>[O:3]=[C:4]([OH:5])[C:6]1([S:22](=[O:23])(=[O:24])[c:25]2[cH:26][cH:27][c:28]([O:31][CH3:32])[cH:29][cH:30]2)[CH2:7][CH2:8][N:9]([CH2:12][CH2:13][c:14]2[cH:15][cH:16][c:17]([O:20][CH3:21])[cH:18][cH:19]2)[CH2:10][CH2:11]1. Product: COc1ccc(CCN2CCC(C(=O)O)(S(=O)(=O)c3ccc(OC)cc3)CC2)cc1. The reactants are C([C@@H](O)C)(=O)OCC ((S)-ethyl lactate), O1CCCC1 (tetrahydrofuran), BrC1=CC=C(C=C1)C (4-bromotoluene), O1CCCC1 (tetrahydrofuran), C(CCC)[Li] (n-butyllithium), C(C)(=O)[O-].[NH4+] (ammonium acetate). Solvent: CCOCC (ether). Conditions: time 20 minute. The product is CC1=CC=C(C=C1)C([C@H](C)O)(O)C1=CC=C(C=C1)C ((S)-1,1-bis(4-methyl-phenyl)-1,2-propanediol). Reaction SMILES: Br[C:2]1[CH:7]=[CH:6][C:5]([CH3:8])=[CH:4][CH:3]=1.[CH2:9]([Li])[CH2:10][CH2:11][CH3:12].C(OCC)(=O)[C@H](C)O.[C:22]([O-:25])(=O)[CH3:23].[NH4+].[O:27]1[CH2:31][CH2:30][CH2:29][CH2:28]1>CCOCC>[CH3:12][C:11]1[CH:31]=[CH:30][C:29]([C:28]([C:2]2[CH:7]=[CH:6][C:5]([CH3:8])=[CH:4][CH:3]=2)([OH:27])[C@@H:22]([OH:25])[CH3:23])=[CH:9][CH:10]=1 |f:3.4|. Reported procedure: Part A. A solution of 4-bromotoluene (53.0 g, 0.31 mole) in tetrahydrofuran (400 mL) was stirred at -75° and treated dropwise with n-butyllithium (1.6 M in hexane; 194 mL, 0.31 mole). After stirring for an additional 20 minutes, (S)-ethyl lactate (11.8 g, 0.1 mole) was added dropwise as a solution in tetrahydrofuran (20 mL). The reaction was stirred for three hours, during which time the temperature was allowed to rise to room temperature. Saturated aqueous ammonium acetate was added, after whic... The reactants are acid chloride, ClC1=CC=C(C=C1)C1=C(C(=NN1C1=C(C=C(C=C1)Cl)Cl)C(=O)O)C (5-(4-chlorophenyl)-1-(2,4-dichlorophenyl)-4-methyl-1H-pyrazole-3-carboxylic acid), Cl.FC1(CCN(CC1)N)F (4,4-Difluoropiperidin-1-amine hydrochloride). Yields the product Cl.ClC1=CC=C(C=C1)C1=C(C(=NN1C1=C(C=C(C=C1)Cl)Cl)C(=O)NN1CCC(CC1)(F)F)C (5-(4-Chlorophenyl)-1-(2,4-dichlorophenyl)-N-(4,4-difluoropiperidin-1-yl)-4-methyl-1H-pyrazole-3-carboxamide hydrochloride). RXN SMILES: [Cl:1][C:2]1[CH:7]=[CH:6][C:5]([C:8]2[N:12]([C:13]3[CH:18]=[CH:17][C:16]([Cl:19])=[CH:15][C:14]=3[Cl:20])[N:11]=[C:10]([C:21]([OH:23])=O)[C:9]=2[CH3:24])=[CH:4][CH:3]=1.Cl.[F:26][C:27]1([F:34])[CH2:32][CH2:31][N:30]([NH2:33])[CH2:29][CH2:28]1>>[ClH:1].[Cl:1][C:2]1[CH:3]=[CH:4][C:5]([C:8]2[N:12]([C:13]3[CH:18]=[CH:17][C:16]([Cl:19])=[CH:15][C:14]=3[Cl:20])[N:11]=[C:10]([C:21]([NH:33][N:30]3[CH2:31][CH2:32][C:27]([F:34])([F:26])[CH2:28][CH2:29]3)=[O:23])[C:9]=2[CH3:24])=[CH:6][CH:7]=1 |f:1.2,3.4|. Reported procedure: Form the acid chloride from 3.6 mmol of 5-(4-chlorophenyl)-1-(2,4-dichlorophenyl)-4-methyl-1H-pyrazole-3-carboxylic acid and react it with 2.6 mmol of the product of Example 28 using the general procedure set forth in Example 39, to yield the title compound as a white solid. Starting materials: CCOC(=O)C=Cc1cn(-c2ccc(C(C)C)cc2)c2cnc(-c3c(CC)cccc3CC)cc12, CCO. Product: CCOC(=O)CCc1cn(-c2ccc(C(C)C)cc2)c2cnc(-c3c(CC)cccc3CC)cc12. As a reaction SMILES: [CH2:1]([CH3:2])[O:3][C:4]([CH:5]=[CH:6][c:7]1[cH:8][n:9](-[c:26]2[cH:27][cH:28][c:29]([CH:32]([CH3:33])[CH3:34])[cH:30][cH:31]2)[c:10]2[cH:11][n:12][c:13](-[c:16]3[c:17]([CH2:24][CH3:25])[cH:18][cH:19][cH:20][c:21]3[CH2:22][CH3:23])[cH:14][c:15]12)=[O:35].[CH3:36][CH2:37][OH:38]>>[CH2:1]([CH3:2])[O:3][C:4]([CH2:5][CH2:6][c:7]1[cH:8][n:9](-[c:26]2[cH:27][cH:28][c:29]([CH:32]([CH3:33])[CH3:34])[cH:30][cH:31]2)[c:10]2[cH:11][n:12][c:13](-[c:16]3[c:17]([CH2:24][CH3:25])[cH:18][cH:19][cH:20][c:21]3[CH2:22][CH3:23])[cH:14][c:15]12)=[O:35]. Starting materials: N (ammonia), FC(C(=O)NCCCC[C@@H](C(=O)N1[C@H](C(=O)OCC)CCC1)OP(=O)(OC)C(CCCC)N)(F)F (1-[(S)-6-[(Trifluoroacetyl)amino]-2-[[[(1-amino)pentyl]methoxyphosphinyl]oxy]-1-oxohexyl]-L-proline, ethyl ester), (S)-2-[[[1-[[(S)-2-[[(1,1-dimethylethoxycarbonyl]amino]-1-oxohexyl]amino]pentyl]hydroxyphosphinyl]oxyl]-1-oxopropyl]-L-proline, ethyl ester, CN(C)C (Trimethylamine), diester, N#N.C(C1=CC=CC=C1)(=O)N[C@@H](CCCCNC(=O)OCC1=CC=CC=C1)C(=O)O (N2 Benzoyl-N6 -[(phenylmethoxy)carbonyl]-L-lysine), CC(=O)C (acetone). Run in O (water), C(C)(C)O (isopropanol). Product: CC(C)(OC(=O)N[C@H](C(=O)NC(CCCC)P(=O)(O)O[C@H](C(=O)N1[C@H](C(=O)OCC)CCC1)C)CCCC)C (1-[(S)-2-[[[1-[[(S)-2-[[(1,1-Dimethylethoxy)carbonyl]amino]-1-oxohexyl]amino]pentyl]hydroxyphosphinyl]oxyl]-1-oxopropyl]-L-proline, ethyl ester). As a reaction SMILES: [CH3:1]N(C)C.N#N.[C:7]([NH:15][C@H:16]([C:32](O)=[O:33])[CH2:17][CH2:18][CH2:19][CH2:20]NC(OCC1C=CC=CC=1)=O)(=[O:14])C1C=CC=CC=1.FC(F)(F)C(NCCC[CH2:43][C@H:44]([O:57][P:58]([CH:62]([NH2:67])[CH2:63][CH2:64][CH2:65][CH3:66])([O:60]C)=[O:59])[C:45]([N:47]1[CH2:56][CH2:55][CH2:54][C@H:48]1[C:49]([O:51][CH2:52][CH3:53])=[O:50])=[O:46])=O.N.[CH3:71][C:72]([CH3:74])=[O:73]>O.C(O)(C)C>[CH3:71][C:72]([CH3:1])([O:73][C:7]([NH:15][C@@H:16]([CH2:17][CH2:18][CH2:19][CH3:20])[C:32]([NH:67][CH:62]([P:58]([O:57][C@@H:44]([CH3:43])[C:45]([N:47]1[CH2:56][CH2:55][CH2:54][C@H:48]1[C:49]([O:51][CH2:52][CH3:53])=[O:50])=[O:46])([OH:60])=[O:59])[CH2:63][CH2:64][CH2:65][CH3:66])=[O:33])=[O:14])[CH3:74] |f:1.2|. Reported procedure: Trimethylamine is bubbled into a solution of the diester product from part (a) (483 mg., 0.86 mmole) in acetone (6 ml.) according to the procedure of Example 4 part (f) to yield 432 mg. of 1-[(S)-2-[[[1-[[(S)-2-[[(1,1-dimethylethoxycarbonyl]amino]-1-oxohexyl]amino]pentyl]hydroxyphosphinyl]oxyl]-1-oxopropyl]-L-proline, ethyl ester (isomer B). TLC (silica gel; isopropanol:ammonia:water, 7:2:1) Rf =0.60. Starting materials: CN(C)C=O, CCOC(C)=O, CCC=O, O=Cc1ccccc1, O=C(O)C1CCCN1. The product is CC(C=O)C(O)c1ccccc1. RXN SMILES: [CH3:21][N:22]([CH3:23])[CH:24]=[O:25].[CH3:26][CH2:27][O:28][C:29](=[O:30])[CH3:31].[CH:1]([CH2:2][CH3:3])=[O:4].[CH:5](=[O:6])[c:7]1[cH:8][cH:9][cH:10][cH:11][cH:12]1.[OH:13][C:14]([CH:15]1[NH:16][CH2:17][CH2:18][CH2:19]1)=[O:20]>>[CH:1]([CH:2]([CH3:3])[CH:5]([OH:6])[c:7]1[cH:8][cH:9][cH:10][cH:11][cH:12]1)=[O:4].